The task is: describe an organic reaction: reactants, conditions, products, and yield. This data is from the Open Reaction Database (ORD), a public repository of structured organic reaction records. Reactants: OC=C1C(NC2=CC(=CC=C12)C(=O)C=1C=C(C=CC1)NC(=O)C=1C=NN(C1Cl)C)=O (5-Chloro-1-methyl-1H-pyrazole-4-carboxylic acid [3-(3-hydroxymethylene-2-oxo-2,3-dihydro-1H-indole-6-carbonyl)-phenyl]-amide), C1CCOC1 (THF), NC1=CC=C(C=C1)CCC(=O)O (3-(4-Amino-phenyl)-propionic acid). Run in CCOC(=O)C (EtOAc), CCCCCC (Hexane). Conditions: temperature 65 celsius, time 24 hour. Product: ClC1=C(C=NN1C)C(=O)NC=1C=C(C(=O)C2=CC=C3C(C(NC3=C2)=O)=CNC2=CC=C(C=C2)CCC(=O)O)C=CC1 (3-{4-[(6-{3-[(5-Chloro-1-methyl-1H-pyrazole-4-carbonyl)-amino]-benzoyl}-2-oxo-1,2-dihydro-indol-3-ylidenemethyl)-amino]-phenyl}-propionic acid). The yield is 57.0%. As a reaction SMILES: O[CH:2]=[C:3]1[C:11]2[C:6](=[CH:7][C:8]([C:12]([C:14]3[CH:15]=[C:16]([NH:20][C:21]([C:23]4[CH:24]=[N:25][N:26]([CH3:29])[C:27]=4[Cl:28])=[O:22])[CH:17]=[CH:18][CH:19]=3)=[O:13])=[CH:9][CH:10]=2)[NH:5][C:4]1=[O:30].C1COCC1.[NH2:36][C:37]1[CH:42]=[CH:41][C:40]([CH2:43][CH2:44][C:45]([OH:47])=[O:46])=[CH:39][CH:38]=1>CCOC(C)=O.CCCCCC>[Cl:28][C:27]1[N:26]([CH3:29])[N:25]=[CH:24][C:23]=1[C:21]([NH:20][C:16]1[CH:15]=[C:14]([CH:19]=[CH:18][CH:17]=1)[C:12]([C:8]1[CH:7]=[C:6]2[C:11]([C:3](=[CH:2][NH:36][C:37]3[CH:38]=[CH:39][C:40]([CH2:43][CH2:44][C:45]([OH:47])=[O:46])=[CH:41][CH:42]=3)[C:4](=[O:30])[NH:5]2)=[CH:10][CH:9]=1)=[O:13])=[O:22]. Procedure: A small screw cap test tube was charged with 5-Chloro-1-methyl-1H-pyrazole-4-carboxylic acid [3-(3-hydroxymethylene-2-oxo-2,3-dihydro-1H-indole-6-carbonyl)-phenyl]-amide (as prepared in Example 328, 100 mg, 0.2365 mmol) and THF (2.5 mL). To the resulting solution was added 3-(4-Amino-phenyl)-propionic acid (39.1 mg, 0.237 mmol), and the mixture was stirred for 24 h at 65° C. Subsequently, the reaction mixture was cooled to room temperature and diluted with EtOAc (˜5 mL) and Hexane (˜50 mL). The ... Reactants: C(=O)([O-])[O-].[K+].[K+] (K2CO3), ClC1=CC=C(C=C1)N(C(C)=O)[C@@H]1C[C@@H](N(C2=CC=CC=C12)C(C1=CC=C(C=C1)O)=O)C ((2S,4R)-N-(4-Chloro-phenyl)-N-[1-(4-hydroxy-benzoyl)-2-methyl-1,2,3,4-tetrahydro-quinolin-4-yl]-acetamide), BrCCCN1C=NC=C1 (1-(3-Bromo-propyl)-1H-imidazole). Run in CN(C)C=O (DMF). Conditions: temperature 80 celsius. Yields the product ClC1=CC=C(C=C1)N(C(C)=O)[C@@H]1C[C@@H](N(C2=CC=CC=C12)C(C1=CC=C(C=C1)OCCCN1C=NC=C1)=O)C ((2S,4R)-N-(4-Chloro-phenyl)-N-{1-[4-(3-imidazol-1-yl-propoxy)-benzoyl]-2-methyl-1,2,3,4-tetrahydro-quinolin-4-yl}-acetamide). Isolated yield 16.0%. RXN SMILES: [Cl:1][C:2]1[CH:7]=[CH:6][C:5]([N:8]([C@H:12]2[C:21]3[C:16](=[CH:17][CH:18]=[CH:19][CH:20]=3)[N:15]([C:22](=[O:30])[C:23]3[CH:28]=[CH:27][C:26]([OH:29])=[CH:25][CH:24]=3)[C@@H:14]([CH3:31])[CH2:13]2)[C:9](=[O:11])[CH3:10])=[CH:4][CH:3]=1.C([O-])([O-])=O.[K+].[K+].Br[CH2:39][CH2:40][CH2:41][N:42]1[CH:46]=[CH:45][N:44]=[CH:43]1>CN(C=O)C>[Cl:1][C:2]1[CH:3]=[CH:4][C:5]([N:8]([C@H:12]2[C:21]3[C:16](=[CH:17][CH:18]=[CH:19][CH:20]=3)[N:15]([C:22](=[O:30])[C:23]3[CH:24]=[CH:25][C:26]([O:29][CH2:39][CH2:40][CH2:41][N:42]4[CH:46]=[CH:45][N:44]=[CH:43]4)=[CH:27][CH:28]=3)[C@@H:14]([CH3:31])[CH2:13]2)[C:9](=[O:11])[CH3:10])=[CH:6][CH:7]=1 |f:1.2.3|. Reported procedure: (2S,4R)-N-(4-Chloro-phenyl)-N-[1-(4-hydroxy-benzoyl)-2-methyl-1,2,3,4-tetrahydro-quinolin-4-yl]-acetamide (0.1 g, 0.23 mmol) was dissolved in DMF (5 mL) at room temperature. K2CO3 (0.317 g, 2.3 mmol) was added. 1-(3-Bromo-propyl)-1H-imidazole (0.174 g, 0.92 mmol) was added and the reaction was allowed to heat to 80° C. overnight. The reaction mixture was concentrated in vacuo. The residue was partitioned between ethyl acetate and water, then extracted three times with ethyl acetate, dried over M... Reactants: ClC1=CC=C(C=C1)CC(=O)NN1C(C2=CC=CC=C2C(=N1)C=1C=NC(=CC1)Cl)=O (2-(4-chlorophenyl)-N-[4-(6-chloropyridin-3-yl)-1-oxophthalazin-2(1H)-yl]acetamide). The reagents and catalysts are [Pd] (Pd/C). Solvent: CO (MeOH), CN(C)C=O (DMF). Product: ClC1=CC=C(C=C1)CC(=O)NN1C(C2=CC=CC=C2C(=N1)C=1C=NC=CC1)=O (2-(4-chlorophenyl)-N-[1-oxo-4-(pyridin-3-yl)phthalazin-2(1H)-yl]acetamide). Yield: 51.2%. Reaction SMILES: [Cl:1][C:2]1[CH:7]=[CH:6][C:5]([CH2:8][C:9]([NH:11][N:12]2[N:21]=[C:20]([C:22]3[CH:23]=[N:24][C:25](Cl)=[CH:26][CH:27]=3)[C:19]3[C:14](=[CH:15][CH:16]=[CH:17][CH:18]=3)[C:13]2=[O:29])=[O:10])=[CH:4][CH:3]=1>CO.CN(C=O)C.[Pd]>[Cl:1][C:2]1[CH:7]=[CH:6][C:5]([CH2:8][C:9]([NH:11][N:12]2[N:21]=[C:20]([C:22]3[CH:23]=[N:24][CH:25]=[CH:26][CH:27]=3)[C:19]3[C:14](=[CH:15][CH:16]=[CH:17][CH:18]=3)[C:13]2=[O:29])=[O:10])=[CH:4][CH:3]=1. Procedure details: A mixture of the product of Example 5 (38 mg, 0.089 mmol) and a catalytic amount of 10% Pd/C in MeOH (1 mL) and DMF (0.5 mL) was stirred at room temperature under H2 (1 atm) for 3 hours, filtered through celite, and chromatographed (30-60% EtOAc/DCM) to give 17.8 mg of the title compound as a white solid: 1H NMR (300 MHz, DMSO-d6) δ ppm 11.75 (s, 1H), 8.78 (dd, J=2.2, 0.7 Hz, 1H), 8.76 (dd, J=4.8, 1.6 Hz, 1H), 8.40-8.43 (m, 1H), 8.06 (ddd, J=7.9, 2.2, 1.7 Hz, 1H), 7.94-8.02 (m, 2H), 7.67-7.75 (m... Reactants: CCOC(=O)c1cc(COc2ccccc2)nn1CC1COC(C)(C)N1C(=O)OC(C)(C)C, ClCCl, Cl, [K+], [K+], O=C([O-])[O-], C1COCCO1. Product: O=C1NC(CO)Cn2nc(COc3ccccc3)cc21. Reaction SMILES: [C:1]([O:2][C:3]([N:8]1[C:7]([CH3:9])([CH3:21])[O:10][CH2:11][CH:12]1[CH2:13][n:14]1[n:15][c:16]([CH2:24][O:25][c:26]2[cH:27][cH:28][cH:29][cH:30][cH:31]2)[cH:17][c:18]1[C:19]([O:4][CH2:5][CH3:6])=[O:20])=[O:22])([CH3:23])([CH3:32])[CH3:33].[Cl:47][CH2:48][Cl:49].[ClH:40].[K+:34].[K+:35].[O-:36][C:37]([O-:38])=[O:39].[O:41]1[CH2:42][CH2:43][O:44][CH2:45][CH2:46]1>>[NH:8]1[CH:12]([CH2:11][OH:10])[CH2:13][n:14]2[n:15][c:16]([CH2:24][O:25][c:26]3[cH:27][cH:28][cH:29][cH:30][cH:31]3)[cH:17][c:18]2[C:19]1=[O:20]. Starting materials: C(C1=CC=CC=C1)OC(=O)[C@H]1N(CC1)C([C@H](NS(=O)(=O)C1=CC=CC=C1)CC(C)C)=O (N-benzenesulfonyl-D-leucyl-(S)-azetidine-2-carboxylic acid benzyl ester), [H][H] (hydrogen). Reagents/catalysts: [C].[Pd] (palladium-carbon). Solvent: CO (methanol). Yields the product C1(=CC=CC=C1)S(=O)(=O)N[C@H](CC(C)C)C(=O)N1[C@@H](CC1)C(=O)O (N-benzenesulfonyl-D-leucyl-(S)-azetidine-2-carboxylic acid). The yield is 97.8%. RXN SMILES: C([O:8][C:9]([C@@H:11]1[CH2:14][CH2:13][N:12]1[C:15](=[O:31])[C@@H:16]([CH2:27][CH:28]([CH3:30])[CH3:29])[NH:17][S:18]([C:21]1[CH:26]=[CH:25][CH:24]=[CH:23][CH:22]=1)(=[O:20])=[O:19])=[O:10])C1C=CC=CC=1.[H][H]>CO.[C].[Pd]>[C:21]1([S:18]([NH:17][C@@H:16]([C:15]([N:12]2[CH2:13][CH2:14][C@H:11]2[C:9]([OH:10])=[O:8])=[O:31])[CH2:27][CH:28]([CH3:30])[CH3:29])(=[O:20])=[O:19])[CH:22]=[CH:23][CH:24]=[CH:25][CH:26]=1 |f:3.4|. Procedure details: N-benzenesulfonyl-D-leucyl-(S)-azetidine-2-carboxylic acid benzyl ester (667 mg) was dissolved in methanol (10 ml), and 10% palladium-carbon (80 mg) was added. The resulting mixture aerated with hydrogen was allowed to react at room temperature for 3 h, filtered and concentrated under reduced pressure to remove the solvent to give a white foam-like solid (520 mg, 99%), which was directly used for the next reaction. Starting materials: COc1cc(NC(=O)CC#N)c(Cl)cc1Cl, CCOC(OCC)OCC, CC(C)O, Nc1ccsc1. The product is COc1cc(NC(=O)C(C#N)=CNc2ccsc2)c(Cl)cc1Cl. Reaction SMILES: [C:1](#[N:2])[CH2:3][C:4](=[O:5])[NH:6][c:7]1[c:8]([Cl:16])[cH:9][c:10]([Cl:15])[c:11]([O:13][CH3:14])[cH:12]1.[CH2:23]([O:24][CH:25]([O:26][CH2:27][CH3:28])[O:29][CH2:30][CH3:31])[CH3:32].[CH:33]([OH:34])([CH3:35])[CH3:36].[NH2:17][c:18]1[cH:19][s:20][cH:21][cH:22]1>>[C:1](#[N:2])[C:3]([C:4](=[O:5])[NH:6][c:7]1[c:8]([Cl:16])[cH:9][c:10]([Cl:15])[c:11]([O:13][CH3:14])[cH:12]1)=[CH:23][NH:17][c:18]1[cH:19][s:20][cH:21][cH:22]1. Reactants: COC(CCC=C(C)Cl)=O (5-chloro-4-hexenoic acid methyl ester), C(C)(=O)O (acetic acid), C(CCC)[Li] (n-butyllithium), COP(OC)(=O)C (methanephosphonic acid dimethyl ester). The solvent is O1CCCC1 (tetrahydrofuran), O1CCCC1 (tetrahydrofuran). Conditions: temperature -10 celsius, time 15 minute. Yields the product COP(OC)(=O)CC(CCC=C(C)Cl)=O (6-chloro-2-oxohept-5-enephosphonic acid dimethyl ester). Yield: 66.7%. As a reaction SMILES: C([Li])CCC.[CH3:6][O:7][P:8]([CH3:12])(=[O:11])[O:9][CH3:10].C[O:14][C:15](=O)[CH2:16][CH2:17][CH:18]=[C:19]([Cl:21])[CH3:20].C(O)(=O)C>O1CCCC1>[CH3:6][O:7][P:8]([CH2:12][C:15](=[O:14])[CH2:16][CH2:17][CH:18]=[C:19]([Cl:21])[CH3:20])(=[O:11])[O:9][CH3:10]. Procedure: 21.8 ml of n-butyllithium solution (2.2M in hexane) are added dropwise at -65° C. to a solution of 5.58 g of methanephosphonic acid dimethyl ester in 160 ml of absolute tetrahydrofuran and the mixture is stirred at that temperature for 15 minutes. A solution of 4.05 g of the methyl ester obtained in Example (6d) in 10 ml of tetrahydrofuran is then added and the mixture is stirred at -65° C. for 1 hour. The solution is heated to -10° C., 2.80 ml of acetic acid are added and the mixture is concent... Reactants: COc1cc(CC(=O)Nc2cccc(C=Cc3cccc(C)c3)c2)ccc1OCCNC(=O)OC(C)(C)C, CO, CC(=O)O. Yields the product COc1cc(CC(=O)Nc2cccc(CCc3cccc(C)c3)c2)ccc1OCCNC(=O)OC(C)(C)C. Reaction SMILES: [C:1]([CH3:2])([CH3:3])([CH3:4])[O:5][C:6](=[O:7])[NH:8][CH2:9][CH2:10][O:11][c:12]1[c:13]([O:37][CH3:38])[cH:14][c:15]([CH2:18][C:19](=[O:20])[NH:21][c:22]2[cH:23][c:24]([CH:28]=[CH:29][c:30]3[cH:31][c:32]([CH3:36])[cH:33][cH:34][cH:35]3)[cH:25][cH:26][cH:27]2)[cH:16][cH:17]1.[CH3:39][OH:40].[CH3:41][C:42](=[O:43])[OH:44]>>[C:1]([CH3:2])([CH3:3])([CH3:4])[O:5][C:6](=[O:7])[NH:8][CH2:9][CH2:10][O:11][c:12]1[c:13]([O:37][CH3:38])[cH:14][c:15]([CH2:18][C:19](=[O:20])[NH:21][c:22]2[cH:23][c:24]([CH2:28][CH2:29][c:30]3[cH:31][c:32]([CH3:36])[cH:33][cH:34][cH:35]3)[cH:25][cH:26][cH:27]2)[cH:16][cH:17]1. The reactants are CCCCO, CC(C)O, Clc1nc(Cl)c2ncn(C3CCSC3)c2n1, NCc1cccc(I)c1. Product: Clc1nc(NCc2cccc(I)c2)c2ncn(C3CCSC3)c2n1. Reaction SMILES: [CH2:17]([OH:18])[CH2:19][CH2:20][CH3:21].[CH:31]([OH:32])([CH3:33])[CH3:34].[Cl:1][c:2]1[n:3][c:4]([Cl:16])[c:5]2[n:6][cH:7][n:8]([CH:11]3[CH2:12][S:13][CH2:14][CH2:15]3)[c:9]2[n:10]1.[I:22][c:23]1[cH:24][c:25]([CH2:29][NH2:30])[cH:26][cH:27][cH:28]1>>[Cl:1][c:2]1[n:3][c:4]([NH:30][CH2:29][c:25]2[cH:24][c:23]([I:22])[cH:28][cH:27][cH:26]2)[c:5]2[n:6][cH:7][n:8]([CH:11]3[CH2:12][S:13][CH2:14][CH2:15]3)[c:9]2[n:10]1.